From a dataset of the Open Reaction Database (ORD), a public repository of structured organic reaction records. describe an organic reaction: reactants, conditions, products, and yield Starting materials: Nc1nccs1, O=C([O-])C1CCS(=O)(=O)c2ccccc2C1=O. Yields the product O=C(Nc1nccs1)C1CCS(=O)(=O)c2ccccc2C1=O. As a reaction SMILES: [NH2:18][c:19]1[s:20][cH:21][cH:22][n:23]1.[O:1]=[C:2]1[CH:3]([C:15](=[O:16])[O-:17])[CH2:4][CH2:5][S:6](=[O:13])(=[O:14])[c:7]2[c:8]1[cH:9][cH:10][cH:11][cH:12]2>>[O:1]=[C:2]1[CH:3]([C:15](=[O:17])[NH:18][c:19]2[s:20][cH:21][cH:22][n:23]2)[CH2:4][CH2:5][S:6](=[O:13])(=[O:14])[c:7]2[c:8]1[cH:9][cH:10][cH:11][cH:12]2. Reactants: CCN(C(C)C)C(C)C (Hunig's base), Cl.FC1=C(C=C(C=C1)C=1N=C2SC=CN2C1C1=NC(=NC=C1)NC1CCNCC1)OC (4-[6-(4-fluoro-3-methoxyphenyl)imidazo[2,1-b][1,3]thiazol-5-yl]-N-[piperidin-4-yl]pyrimidin-2-amine hydrochloride), C1(CC1)S(=O)(=O)Cl (cyclopropyl-sulfonyl chloride). The solvent is C(Cl)Cl (methylene chloride), C(Cl)Cl (methylene chloride). Run at time 30 minute. The product is C1(CC1)S(=O)(=O)N1CCC(CC1)NC1=NC=CC(=N1)C1=C(N=C2SC=CN21)C2=CC(=C(C=C2)F)OC (N-[1-(cyclopropylsulfonyl)piperidin-4-yl]-4-[6-(4-fluoro-3-methoxyphenyl)imidazo[2,1-b][1,3]thiazol-5-yl]pyrimidin-2-amine). Isolated yield 95.7%. RXN SMILES: Cl.[F:2][C:3]1[CH:8]=[CH:7][C:6]([C:9]2[N:10]=[C:11]3[N:15]([C:16]=2[C:17]2[CH:22]=[CH:21][N:20]=[C:19]([NH:23][CH:24]4[CH2:29][CH2:28][NH:27][CH2:26][CH2:25]4)[N:18]=2)[CH:14]=[CH:13][S:12]3)=[CH:5][C:4]=1[O:30][CH3:31].CCN(C(C)C)C(C)C.[CH:41]1([S:44](Cl)(=[O:46])=[O:45])[CH2:43][CH2:42]1>C(Cl)Cl>[CH:41]1([S:44]([N:27]2[CH2:26][CH2:25][CH:24]([NH:23][C:19]3[N:18]=[C:17]([C:16]4[N:15]5[C:11]([S:12][CH:13]=[CH:14]5)=[N:10][C:9]=4[C:6]4[CH:7]=[CH:8][C:3]([F:2])=[C:4]([O:30][CH3:31])[CH:5]=4)[CH:22]=[CH:21][N:20]=3)[CH2:29][CH2:28]2)(=[O:46])=[O:45])[CH2:43][CH2:42]1 |f:0.1|. Reported procedure: The 4-[6-(4-fluoro-3-methoxyphenyl)imidazo[2,1-b][1,3]thiazol-5-yl]-N-[piperidin-4-yl]pyrimidin-2-amine hydrochloride (0.25 g, 0.50 mmol) in methylene chloride (DCM) (12 ml) was cooled to 0° C. and was treated with Hunig's base (440 μl, 2.5 mmol). The mixture was kept at 0° C. for 30 minutes then the cyclopropyl-sulfonyl chloride (72 μl, 0.60 mmol) was added. The reaction mixture was stirred at room temperature for one hour. The mixture was diluted with methylene chloride (10 ml) and was washed ... Starting materials: CC1CC(=O)c2ccc(-c3ccc(C#N)n3C)cc21, Cl, NO. Product: CC1CC(=NO)c2ccc(-c3ccc(C#N)n3C)cc21. RXN SMILES: [CH3:1][n:2]1[c:3]([C:18]#[N:19])[cH:4][cH:5][c:6]1-[c:7]1[cH:8][c:9]2[c:13]([cH:14][cH:15]1)[C:12](=[O:16])[CH2:11][CH:10]2[CH3:17].[ClH:20].[NH2:21][OH:22]>>[CH3:1][n:2]1[c:3]([C:18]#[N:19])[cH:4][cH:5][c:6]1-[c:7]1[cH:8][c:9]2[c:13]([cH:14][cH:15]1)[C:12](=[N:21][OH:22])[CH2:11][CH:10]2[CH3:17]. Reactants: COC(=O)CC(Cc1cc(F)c(F)cc1F)NC(=O)OC(C)(C)C, CCOC(C)=O, Cl, [Li+], C1CCOC1, [OH-], O. Yields the product CC(C)(C)OC(=O)NC(CC(=O)O)Cc1cc(F)c(F)cc1F. Reaction SMILES: [C:1]([CH3:2])([CH3:3])([CH3:4])[O:5][C:6](=[O:7])[NH:8][CH:9]([CH2:10][C:11](=[O:12])[O:13][CH3:14])[CH2:15][c:16]1[c:17]([F:24])[cH:18][c:19]([F:23])[c:20]([F:22])[cH:21]1.[CH3:34][CH2:35][O:36][C:37](=[O:38])[CH3:39].[ClH:32].[Li+:30].[O:25]1[CH2:26][CH2:27][CH2:28][CH2:29]1.[OH-:31].[OH2:33]>>[C:1]([CH3:2])([CH3:3])([CH3:4])[O:5][C:6](=[O:7])[NH:8][CH:9]([CH2:10][C:11](=[O:12])[OH:13])[CH2:15][c:16]1[c:17]([F:24])[cH:18][c:19]([F:23])[c:20]([F:22])[cH:21]1. The reactants are BrC1=C(C=C(C(=O)OC)C=C1)C(=O)OC (dimethyl 4-bromoisophthalate), solution, Cl (HCl), [Br-].FC1=CC=C(C[Zn+])C=C1 (4-fluorobenzyl zinc bromide). Reagents/catalysts: C=1C=CC(=CC1)/C=C/C(=O)/C=C/C2=CC=CC=C2.C=1C=CC(=CC1)/C=C/C(=O)/C=C/C2=CC=CC=C2.C=1C=CC(=CC1)/C=C/C(=O)/C=C/C2=CC=CC=C2.[Pd].[Pd] (tris(dibenzylideneacetone)dipalladium). Run in O1CCCC1 (tetrahydrofuran), O1CCCC1 (tetrahydrofuran). Conditions: time 3 hour. The product is FC1=CC=C(CC2=C(C=C(C(=O)OC)C=C2)C(=O)OC)C=C1 (methyl 4-(4-fluorobenzyl)-3-methoxycarbonylbenzoate). RXN SMILES: [Br-].[F:2][C:3]1[CH:10]=[CH:9][C:6]([CH2:7][Zn+])=[CH:5][CH:4]=1.Br[C:12]1[CH:21]=[CH:20][C:15]([C:16]([O:18][CH3:19])=[O:17])=[CH:14][C:13]=1[C:22]([O:24][CH3:25])=[O:23].Cl>O1CCCC1.C1C=CC(/C=C/C(/C=C/C2C=CC=CC=2)=O)=CC=1.C1C=CC(/C=C/C(/C=C/C2C=CC=CC=2)=O)=CC=1.C1C=CC(/C=C/C(/C=C/C2C=CC=CC=2)=O)=CC=1.[Pd].[Pd]>[F:2][C:3]1[CH:10]=[CH:9][C:6]([CH2:7][C:20]2[CH:21]=[CH:12][C:13]([C:22]([O:24][CH3:25])=[O:23])=[CH:14][C:15]=2[C:16]([O:18][CH3:19])=[O:17])=[CH:5][CH:4]=1 |f:0.1,5.6.7.8.9|. Reported procedure: A 2.0M solution of 4-fluorobenzyl zinc bromide in tetrahydrofuran (95 ml, 190 mmol; Negishi, E-i. and King, A. O., J.O.C.1977,42,1821) was added dropwise over 20 minutes to a stirred solution of dimethyl 4-bromoisophthalate (20.0 g, 73.2 mmol) and tris(dibenzylideneacetone)dipalladium (0) (0.67 g, 0.73 mmol) in tetrahydrofuran (270 ml) at ambient temperature under an inert atmosphere. During the addition the internal temperature rose to 40° C. The reaction mixture was stirred for 3 hours and the... Reactants: CCOC(=O)C(O)C(NC(=O)OCc1ccccc1)c1ccccc1, [Li]CCCC, ClCOCc1ccccc1, C1CCOC1. Product: CCOC(=O)C(O)C(N)c1ccccc1. As a reaction SMILES: [CH2:1]([CH3:2])[O:3][C:4]([CH:5]([CH:6]([NH:7][C:8]([O:9][CH2:10][c:11]1[cH:12][cH:13][cH:14][cH:15][cH:16]1)=[O:17])[c:18]1[cH:19][cH:20][cH:21][cH:22][cH:23]1)[OH:24])=[O:25].[CH2:26]([Li:27])[CH2:28][CH2:29][CH3:30].[CH2:31]([O:32][CH2:33][Cl:34])[c:35]1[cH:36][cH:37][cH:38][cH:39][cH:40]1.[CH2:41]1[O:42][CH2:43][CH2:44][CH2:45]1>>[CH2:1]([CH3:2])[O:3][C:4]([CH:5]([CH:6]([NH2:7])[c:18]1[cH:19][cH:20][cH:21][cH:22][cH:23]1)[OH:24])=[O:25]. Yields the product CON(C)C(=O)c1cncc(C#Cc2ccccc2)c1. Starting materials: CCN=C=NCCCN(C)C, CNOC, CCN(C(C)C)C(C)C, Cl, Cl, C1CCOC1, O=C(O)c1cncc(C#Cc2ccccc2)c1. As a reaction SMILES: [CH3:2][N:3]([CH3:4])[CH2:5][CH2:6][CH2:7][N:8]=[C:9]=[N:10][CH2:11][CH3:12].[CH3:40][NH:41][O:42][CH3:43].[CH:13]([N:14]([CH:15]([CH3:16])[CH3:17])[CH2:18][CH3:19])([CH3:20])[CH3:21].[ClH:1].[ClH:39].[O:44]1[CH2:45][CH2:46][CH2:47][CH2:48]1.[c:22]1([C:28]#[C:29][c:30]2[cH:31][n:32][cH:33][c:34]([C:35](=[O:36])[OH:37])[cH:38]2)[cH:23][cH:24][cH:25][cH:26][cH:27]1>>[c:22]1([C:28]#[C:29][c:30]2[cH:31][n:32][cH:33][c:34]([C:35](=[O:36])[N:41]([CH3:40])[O:42][CH3:43])[cH:38]2)[cH:23][cH:24][cH:25][cH:26][cH:27]1. The reactants are C(C)(C)(C)OC(N(C)CC1=CN(C(=C1)C1=C(C(=CC=C1)C=O)F)S(=O)(=O)C=1C=NC=CC1)=O (tert-butyl{[5-(2-fluoro-3-formylphenyl)-1-(pyridin-3-ylsulfonyl)-1H-pyrrol-3-yl]methyl}methylcarbamate), Cl.NO (hydroxylamine hydrochloride), C(C)(=O)[O-].[Na+] (sodium acetate), C(O)([O-])=O.[Na+] (sodium hydrogencarbonate). Run in CC(C)O (2-propanol). Run at time 3 hour. The product is C(C)(C)(C)OC(N(C)CC1=CN(C(=C1)C1=C(C(=CC=C1)C=NO)F)S(=O)(=O)C=1C=NC=CC1)=O (tert-butyl{[5-{2-fluoro-3-[(hydroxyimino)methyl]phenyl}-1-(pyridin-3-ylsulfonyl)-1H-pyrrol-3-yl]methyl}methylcarbamate). Yield: 79.9%. RXN SMILES: [C:1]([O:5][C:6](=[O:33])[N:7]([CH2:9][C:10]1[CH:14]=[C:13]([C:15]2[CH:20]=[CH:19][CH:18]=[C:17]([CH:21]=O)[C:16]=2[F:23])[N:12]([S:24]([C:27]2[CH:28]=[N:29][CH:30]=[CH:31][CH:32]=2)(=[O:26])=[O:25])[CH:11]=1)[CH3:8])([CH3:4])([CH3:3])[CH3:2].Cl.[NH2:35][OH:36].C([O-])(=O)C.[Na+].C(=O)([O-])O.[Na+]>CC(O)C>[C:1]([O:5][C:6](=[O:33])[N:7]([CH2:9][C:10]1[CH:14]=[C:13]([C:15]2[CH:20]=[CH:19][CH:18]=[C:17]([CH:21]=[N:35][OH:36])[C:16]=2[F:23])[N:12]([S:24]([C:27]2[CH:28]=[N:29][CH:30]=[CH:31][CH:32]=2)(=[O:26])=[O:25])[CH:11]=1)[CH3:8])([CH3:3])([CH3:2])[CH3:4] |f:1.2,3.4,5.6|. Reported procedure: To a solution (3 mL) of tert-butyl{[5-(2-fluoro-3-formylphenyl)-1-(pyridin-3-ylsulfonyl)-1H-pyrrol-3-yl]methyl}methylcarbamate (182 mg) in 2-propanol were added hydroxylamine hydrochloride (40 mg) and sodium acetate (47 mg). After stirring at room temperature for 3 hr, saturated aqueous sodium hydrogencarbonate solution was added to the reaction mixture and the mixture was extracted with ethyl acetate. The extract was washed with saturated brine, dried over anhydrous sodium sulfate, and concentr...